Dataset: the Open Reaction Database (ORD), a public repository of structured organic reaction records. Task: describe an organic reaction: reactants, conditions, products, and yield Reaction SMILES: [C:22](=[O:23])([O-:24])[O-:25].[CH3:28][S:29]([CH3:30])=[O:31].[F:1][c:2]1[cH:3][cH:4][c:5]([C:11]#[N:12])[c:6]2[c:7]1[cH:8][cH:9][o:10]2.[K+:26].[K+:27].[OH2:32].[OH:13][CH2:14][CH2:15][CH:16]1[CH2:17][CH2:18][NH:19][CH2:20][CH2:21]1>>[c:2]1([N:19]2[CH2:18][CH2:17][CH:16]([CH2:15][CH2:14][OH:13])[CH2:21][CH2:20]2)[cH:3][cH:4][c:5]([C:11]#[N:12])[c:6]2[c:7]1[cH:8][cH:9][o:10]2. Starting materials: O=C([O-])[O-], CS(C)=O, N#Cc1ccc(F)c2ccoc12, [K+], [K+], O, OCCC1CCNCC1. Product: N#Cc1ccc(N2CCC(CCO)CC2)c2ccoc12. The reactants are CO (methanol), O (water), C([O-])([O-])=O.[Na+].[Na+] (sodium carbonate), COC(=O)C1=CN(C(C=C1)=O)CCCNC(=O)C=1C=NC=CC1 (1,6-dihydro-1-[3-(3-pyridinylcarbonylamino)propyl]-6-oxo-3-pyridinecarboxylic acid methyl ester). The solvent is C(C)(=O)O (acetic acid). The product is N1=CC(=CC=C1)C(=O)NCCCN1C=C(C=CC1=O)C(=O)O (1,6-Dihydro-1 -[3-(3-pyridinylcarbonylamino)propyl]-6-oxo-3-pyridinecarboxylic acid). RXN SMILES: C[O:2][C:3]([C:5]1[CH:10]=[CH:9][C:8](=[O:11])[N:7]([CH2:12][CH2:13][CH2:14][NH:15][C:16]([C:18]2[CH:19]=[N:20][CH:21]=[CH:22][CH:23]=2)=[O:17])[CH:6]=1)=[O:4].CO.O.C(=O)([O-])[O-].[Na+].[Na+]>C(O)(=O)C>[N:20]1[CH:21]=[CH:22][CH:23]=[C:18]([C:16]([NH:15][CH2:14][CH2:13][CH2:12][N:7]2[C:8](=[O:11])[CH:9]=[CH:10][C:5]([C:3]([OH:4])=[O:2])=[CH:6]2)=[O:17])[CH:19]=1 |f:3.4.5|. Procedure: 1,6-dihydro-1-[3-(3-pyridinylcarbonylamino)propyl]-6-oxo-3-pyridinecarboxylic acid methyl ester (0.18 g, 0.57 mmol) was hydrolysed in a mixture consisting of methanol (0.7 ml), water (0.7 ml), and 15% aqueous sodium carbonate (0.7 ml) at 60° C. for 1.3 hours. The solution was acidified (to pH 5.5 with acetic acid). The precipitated product was recovered by filtration, washed with water, and dried, MP: 218°-220° C.